Dataset: the Open Reaction Database (ORD), a public repository of structured organic reaction records. Task: describe an organic reaction: reactants, conditions, products, and yield Starting materials: CSc1ccc(Br)c(Cl)c1, CCOC(=O)c1c(N)c2ccccc2n1C, Cc1ccccc1, O=C(C=Cc1ccccc1)C=Cc1ccccc1, O=C(C=Cc1ccccc1)C=Cc1ccccc1, O=C(C=Cc1ccccc1)C=Cc1ccccc1, [Pd], [Pd]. Product: CCOC(=O)c1c(Nc2ccc(SC)cc2Cl)c2ccccc2n1C. As a reaction SMILES: [Br:17][c:18]1[c:19]([Cl:26])[cH:20][c:21]([S:24][CH3:25])[cH:22][cH:23]1.[CH2:1]([CH3:2])[O:3][C:4](=[O:5])[c:6]1[n:7]([CH3:16])[c:8]2[cH:9][cH:10][cH:11][cH:12][c:13]2[c:14]1[NH2:15].[CH3:27][c:28]1[cH:29][cH:30][cH:31][cH:32][cH:33]1.[O:36]=[C:37]([CH:38]=[CH:39][c:40]1[cH:41][cH:42][cH:43][cH:44][cH:45]1)[CH:46]=[CH:47][c:48]1[cH:49][cH:50][cH:51][cH:52][cH:53]1.[O:54]=[C:55]([CH:56]=[CH:57][c:58]1[cH:59][cH:60][cH:61][cH:62][cH:63]1)[CH:64]=[CH:65][c:66]1[cH:67][cH:68][cH:69][cH:70][cH:71]1.[O:72]=[C:73]([CH:74]=[CH:75][c:76]1[cH:77][cH:78][cH:79][cH:80][cH:81]1)[CH:82]=[CH:83][c:84]1[cH:85][cH:86][cH:87][cH:88][cH:89]1.[Pd:34].[Pd:35]>>[CH2:1]([CH3:2])[O:3][C:4](=[O:5])[c:6]1[n:7]([CH3:16])[c:8]2[cH:9][cH:10][cH:11][cH:12][c:13]2[c:14]1[NH:15][c:18]1[c:19]([Cl:26])[cH:20][c:21]([S:24][CH3:25])[cH:22][cH:23]1. Reactants: C(C1=CC=CC=C1)OC/C=C/C1=C(C=CC=C1)Cl ((E)-1-(3 (benzyloxy)prop-1enyl)2-chlorobenzen), CC1(OC[C@]2(O1)C(=O)[C@H]3[C@@H](CO2)OC(O3)(C)C)C (1,2;4,5-di-O-isopropylidene-β-D-erythro-2,3-hexodiulo-2,6-pyranose), C(=O)([O-])[O-].[K+].[K+].CC(=O)O (K2CO3 AcOH), OOS(=O)[O-].[K+] (Oxone), C(=O)([O-])[O-].[K+].[K+] (K2CO3). The reagents and catalysts are [N+](CCCC)(CCCC)(CCCC)CCCC.[O-]S(=O)(=O)O (Bu4NHSO4). The solvent is DME-DMM, C(CN(CC(=O)O)CC(=O)O)N(CC(=O)O)CC(=O)O (EDTA), C(CN(CC(=O)O)CC(=O)O)N(CC(=O)O)CC(=O)O (EDTA), C(CN(CC(=O)O)CC(=O)O)N(CC(=O)O)CC(=O)O (EDTA). Reaction conditions: temperature 0 celsius, time 14 hour. Yields the product C(C1=CC=CC=C1)OC[C@H]1O[C@@H]1C1=C(C=CC=C1)Cl ((2R,3R)-2-(benzyloxymethyl)-3-(2-chlorophenyl)oxirane). The yield is 56.8%. As a reaction SMILES: [CH2:1]([O:8][CH2:9]/[CH:10]=[CH:11]/[C:12]1[CH:17]=[CH:16][CH:15]=[CH:14][C:13]=1[Cl:18])[C:2]1[CH:7]=[CH:6][CH:5]=[CH:4][CH:3]=1.CC1(C)O[C@@]2(OC[C@H]3OC(C)(C)O[C@H]3C2=O)C[O:21]1.C([O-])([O-])=O.[K+].[K+].CC(O)=O.OOS([O-])=O.[K+].C([O-])([O-])=O.[K+].[K+]>[N+](CCCC)(CCCC)(CCCC)CCCC.[O-]S(O)(=O)=O.C(N(CC(O)=O)CC(O)=O)CN(CC(O)=O)CC(O)=O>[CH2:1]([O:8][CH2:9][C@@H:10]1[C@@H:11]([C:12]2[CH:17]=[CH:16][CH:15]=[CH:14][C:13]=2[Cl:18])[O:21]1)[C:2]1[CH:3]=[CH:4][CH:5]=[CH:6][CH:7]=1 |f:2.3.4.5,6.7,8.9.10,11.12|. Reported procedure: To a solution of (E)-1-(3-(benzyloxy)prop-1-enyl)-2-chlorobenzene (Preparation example 367, 4.16 g, 18.58 mmole) and 1,2;4,5-di-O-isopropylidene-β-D-erythro-2,3-hexodiulo-2,6-pyranose (5.76 g, 22.30 mmole) in DME-DMM (3:1, v/v) (185 mL) was added buffer (0.2M K2CO3—AcOH in 4×10-4 aq. EDTA, buffer pH=8.0) (185 mL) and Bu4NHSO4 (0.26 g, 0.75 mmole). After the mixture was cooled to 0° C., a solution of Oxone (15.76 g, 25.64 mmole) in 4×10-4 aq. EDTA (100 mL) and a solution of K2CO3 (13.6 g, 98.47 m...